From a dataset of the Open Reaction Database (ORD), a public repository of structured organic reaction records. describe an organic reaction: reactants, conditions, products, and yield The reactants are ClC1=C(C=CC=C1)C1=C2CCN(CC2=CC(=C1)NC(C(C)C)=O)C(C(F)(F)F)=O (N-[5-(2-chloro-phenyl)-2-(2,2,2-trifluoro-acetyl)-1,2,3,4-tetrahydro-isoquinolin-7-yl]-isobutyramide), C([O-])([O-])=O.[K+].[K+] (potassium carbonate). Solvent: CO (methanol), ClCCl.CO (dichloromethane methanol). Conditions: time 2 hour. Product: ClC1=C(C=CC=C1)C1=C2CCNCC2=CC(=C1)NC(C(C)C)=O (N-[5-(2-Chloro-phenyl)-1,2,3,4-tetrahydro-isoquinolin-7-yl]2-methylpropanamide). Reaction SMILES: [Cl:1][C:2]1[CH:7]=[CH:6][CH:5]=[CH:4][C:3]=1[C:8]1[CH:17]=[C:16]([NH:18][C:19](=[O:23])[CH:20]([CH3:22])[CH3:21])[CH:15]=[C:14]2[C:9]=1[CH2:10][CH2:11][N:12](C(=O)C(F)(F)F)[CH2:13]2.C(=O)([O-])[O-].[K+].[K+]>CO.ClCCl.CO>[Cl:1][C:2]1[CH:7]=[CH:6][CH:5]=[CH:4][C:3]=1[C:8]1[CH:17]=[C:16]([NH:18][C:19](=[O:23])[CH:20]([CH3:21])[CH3:22])[CH:15]=[C:14]2[C:9]=1[CH2:10][CH2:11][NH:12][CH2:13]2 |f:1.2.3,5.6|. Reported procedure: CO-AAW0001 (100 mgs, 0.24 mmoles) was dissolved in methanol (5 mls) followed by the addition of anhydrous potassium carbonate (50 mgs, 0.36 mmoles). The solution was stirred at room temperature for 2 hours. Silica thin layer chromatography in dichloromethane/methanol (95:5) showed reaction to be complete. The reaction was evaporated and the residue dissolved in ethylacetate (20 mls) and water (10 mls). The aqueous layer was re-extracted with ethylacetate (2×10 mls) and the combined organic phase... Starting materials: thioimidate, CN(C)N=C1CC=C(C=C1)N1C(C(CC2=CC=CC=C12)NC(=O)NC1=CC=C(C=C1)Cl)=O (1-[4-(dimethylaminoimino)phenyl]-3-(4-chlorophenylaminocarbonylamino)-3,4-dihydroquinolin-2-one), CNCCN (N-methylethylenediamine), CC(=O)O (HOAc). Reaction conditions: time 8 hour. Yields the product CN1C(=NCC1)C1=CC=C(C=C1)N1C(C(CC2=CC=CC=C12)NC(=O)NC1=CC=C(C=C1)Cl)=O (1-[4-(1-methyl-4,5-dihyrdo-1H-imidazol-2-yl)phenyl]-3-(4-chlorophenylaminocarbonylamino)-3,4-dihydroquinolin-2-one). The yield is 50.2%. As a reaction SMILES: CN(N=[C:5]1[CH:10]=[CH:9][C:8]([N:11]2[C:20]3[C:15](=[CH:16][CH:17]=[CH:18][CH:19]=3)[CH2:14][CH:13]([NH:21][C:22]([NH:24][C:25]3[CH:30]=[CH:29][C:28]([Cl:31])=[CH:27][CH:26]=3)=[O:23])[C:12]2=[O:32])=[CH:7][CH2:6]1)C.[CH3:33][NH:34][CH2:35][CH2:36][NH2:37].[CH3:38]C(O)=O>>[CH3:33][N:34]1[CH2:35][CH2:36][N:37]=[C:38]1[C:17]1[CH:18]=[CH:19][C:20]([N:11]2[C:8]3[C:7](=[CH:6][CH:5]=[CH:10][CH:9]=3)[CH2:14][CH:13]([NH:21][C:22]([NH:24][C:25]3[CH:26]=[CH:27][C:28]([Cl:31])=[CH:29][CH:30]=3)=[O:23])[C:12]2=[O:32])=[CH:15][CH:16]=1. Procedure: To the thioimidate solution in MeOH (4 mL, 0.063 mmol) from Example 134, a pre-mixed N-methylethylenediamine (0.039 mL, 0.44 mmol) and HOAc (0.080 mL, 1.4 mmol) were added. The mixture was heated to reflux for 1 h, then was stirred at room temperature overnight. After being concentrated in vacuo, the residue was purified by HPLC to give a white powder (15 mg). MS 474.3 and 476.3 (M+H, Cl pattern). Starting materials: N1C=C(C2=CC=CC=C12)C=1C(=O)N(C(C1C1=CNC2=CC=CC=C12)=O)C1=CC=CC=C1 (2,3-bis(1H-indol-3-yl)N-phenylmaleimide). The reagents and catalysts are [C].[Pd] (palladium-carbon). Run in CN(C)C=O (DMF). Run at time 1 day. Yields the product N1C=C(C2=CC=CC=C12)C1C(N(C(C1C1=CNC2=CC=CC=C12)=O)C1=CC=CC=C1)=O (3,4-bis(1H-indol-3-yl)-1-phenyl-2,5-dioxopyrrolidine). Yield: 63.4%. Reaction SMILES: [NH:1]1[C:9]2[C:4](=[CH:5][CH:6]=[CH:7][CH:8]=2)[C:3]([C:10]2[C:11]([N:13]([C:26]3[CH:31]=[CH:30][CH:29]=[CH:28][CH:27]=3)[C:14](=[O:25])[C:15]=2[C:16]2[C:24]3[C:19](=[CH:20][CH:21]=[CH:22][CH:23]=3)[NH:18][CH:17]=2)=[O:12])=[CH:2]1>CN(C=O)C.[C].[Pd]>[NH:1]1[C:9]2[C:4](=[CH:5][CH:6]=[CH:7][CH:8]=2)[C:3]([CH:10]2[CH:15]([C:16]3[C:24]4[C:19](=[CH:20][CH:21]=[CH:22][CH:23]=4)[NH:18][CH:17]=3)[C:14](=[O:25])[N:13]([C:26]3[CH:31]=[CH:30][CH:29]=[CH:28][CH:27]=3)[C:11]2=[O:12])=[CH:2]1 |f:2.3|. Reported procedure: A small amount of 10% palladium-carbon was added to a solution of 2,3-bis(1H-indol-3-yl)N-phenylmaleimide (55 mg, 0.14 mmol) dissolved in DMF (2 mL), and the whole was stirred at room temperature for 1 day under hydrogen atmosphere. The palladium-carbon was removed by filtration, and the filtrate was concentrated under reduced pressure. The residue was purified by column chromatography over silica gel (ethyl acetate:n-hexane=2:1) to obtain 3,4-bis(1H-indol-3-yl)-1-phenyl-2,5-dioxopyrrolidine (36... Procedure details: Beginning with 7.0 mg (0.03 mMol) 5-amino-3-(1-methylpiperidin-4-yl)-1H-indole and 18.0 mg (0.09 mMol) 4-(methanesulfonyl)benzoic acid, 7.2 mg of the title compound were recovered. Reactants: NC=1C=C2C(=CNC2=CC1)C1CCN(CC1)C (5-amino-3-(1-methylpiperidin-4-yl)-1H-indole), CS(=O)(=O)C1=CC=C(C(=O)O)C=C1 (4-(methanesulfonyl)benzoic acid). As a reaction SMILES: [NH2:1][C:2]1[CH:3]=[C:4]2[C:8](=[CH:9][CH:10]=1)[NH:7][CH:6]=[C:5]2[CH:11]1[CH2:16][CH2:15][N:14]([CH3:17])[CH2:13][CH2:12]1.[CH3:18][S:19]([C:22]1[CH:30]=[CH:29][C:25]([C:26](O)=[O:27])=[CH:24][CH:23]=1)(=[O:21])=[O:20]>>[CH3:18][S:19]([C:22]1[CH:30]=[CH:29][C:25]([C:26]([NH:1][C:2]2[CH:3]=[C:4]3[C:8](=[CH:9][CH:10]=2)[NH:7][CH:6]=[C:5]3[CH:11]2[CH2:16][CH2:15][N:14]([CH3:17])[CH2:13][CH2:12]2)=[O:27])=[CH:24][CH:23]=1)(=[O:20])=[O:21]. Yield: 58.3%. Yields the product CS(=O)(=O)C1=CC=C(C(=O)NC=2C=C3C(=CNC3=CC2)C2CCN(CC2)C)C=C1 (5-(4-(methanesulfonyl)benzoyl)amino-3-(1-methylpiperidin-4-yl)-1H-indole). The reactants are [Al+3], CCCCCCCCS, [Cl-], [Cl-], [Cl-], ClCCl, CCOC(=O)CCc1c(F)cc(OC)cc1F, O. Yields the product CCOC(=O)CCc1c(F)cc(O)cc1F. Reaction SMILES: [Al+3:19].[CH2:22]([SH:23])[CH2:24][CH2:25][CH2:26][CH2:27][CH2:28][CH2:29][CH3:30].[Cl-:18].[Cl-:20].[Cl-:21].[Cl:32][CH2:33][Cl:34].[F:1][c:2]1[c:3]([CH2:11][CH2:12][C:13](=[O:14])[O:15][CH2:16][CH3:17])[c:4]([F:10])[cH:5][c:6]([O:8][CH3:9])[cH:7]1.[OH2:31]>>[F:1][c:2]1[c:3]([CH2:11][CH2:12][C:13](=[O:14])[O:15][CH2:16][CH3:17])[c:4]([F:10])[cH:5][c:6]([OH:8])[cH:7]1. As a reaction SMILES: [NH2:1][C:2]1[C:12]2[NH:11][C:10](=O)[C@H:9]([CH3:14])[NH:8][C:7](=O)[C:6]=2[CH:5]=[CH:4][CH:3]=1.[H-].[Al+3].[Li+].[H-].[H-].[H-].O.[OH-].[Na+]>O1CCOCC1>[CH3:14][C@@H:9]1[NH:8][CH2:7][C:6]2[CH:5]=[CH:4][CH:3]=[C:2]([NH2:1])[C:12]=2[NH:11][CH2:10]1 |f:1.2.3.4.5.6,8.9|. Reactants: NC1=CC=CC=2C(N[C@H](C(NC21)=O)C)=O ((S)-9-amino-3-methyl-3,4-dihydro-1H-1,4-benzodiazepine-2,5-dione), [H-].[Al+3].[Li+].[H-].[H-].[H-] (lithium aluminium hydride), O (water), [OH-].[Na+] (sodium hydroxide), O (water). Procedure: 14.8 g (0.072 mol) of (S)-9-amino-3-methyl-3,4-dihydro-1H-1,4-benzodiazepine-2,5-dione in 455 ml of dioxane are heated at the reflux temperature with stirring for 48 hours in the presence of 17 g of lithium aluminium hydride. The reaction mixture is cooled in an ice bath and then, slowly and successively, 17 ml of water, 17 ml of a 5N sodium hydroxide solution and 45 ml of water are added. The mixture is left stirring for 2 hours at room temperature, filtration is carried out and washing is carr... The product is C[C@H]1CNC2=C(CN1)C=CC=C2N ((S)-3-Methyl-2,3,4,5-tetrahydro-1H-1,4-benzodiazepin-9-amine). Yield: 99.5%. Reaction conditions: time 2 hour. Solvent: O1CCOCC1 (dioxane). The reactants are [H][H] (hydrogen), COC1=CC=C(C=N1)[C@H](CC(=O)O)N1C(N(C=C1)CCCC=1C=CC2=C(NCCCC2)N1)=O (3(S)-(6-Methoxy-pyridin-3-yl)-3-[2-oxo-3-[3-(6,7,8,9-tetrahydro-5H-pyrido[2,3-b]azepin-2-yl)-propyl]-2,3-dihydro-imidazol-1-yl}-propionic acid), [OH-].[Na+] (NaOH). The reagents and catalysts are [OH-].[OH-].[Pd+2] (Pd(OH)2). Solvent: C(C)O (ethanol). Yields the product COC1=CC=C(C=N1)[C@H](CC(=O)O)N1C(N(CC1)CCCC=1C=CC2=C(NCCCC2)N1)=O (3(S)-(6-Methoxy-pyridin-3-yl)-3-{2-oxo-3-[3-(6,7,8,9-tetrahydro-5H-pyrido[2,3-b]azepin-2-yl)-propyl]-imidazolidin-1-yl}-propionic acid). Yield: 87.1%. Reaction SMILES: [CH3:1][O:2][C:3]1[N:8]=[CH:7][C:6]([C@@H:9]([N:14]2[CH:18]=[CH:17][N:16]([CH2:19][CH2:20][CH2:21][C:22]3[CH:23]=[CH:24][C:25]4[CH2:31][CH2:30][CH2:29][CH2:28][NH:27][C:26]=4[N:32]=3)[C:15]2=[O:33])[CH2:10][C:11]([OH:13])=[O:12])=[CH:5][CH:4]=1.[OH-].[Na+].[H][H]>[OH-].[OH-].[Pd+2].C(O)C>[CH3:1][O:2][C:3]1[N:8]=[CH:7][C:6]([C@@H:9]([N:14]2[CH2:18][CH2:17][N:16]([CH2:19][CH2:20][CH2:21][C:22]3[CH:23]=[CH:24][C:25]4[CH2:31][CH2:30][CH2:29][CH2:28][NH:27][C:26]=4[N:32]=3)[C:15]2=[O:33])[CH2:10][C:11]([OH:13])=[O:12])=[CH:5][CH:4]=1 |f:1.2,4.5.6|. Reported procedure: A mixture of 3-8 (0.40 g, 0.886 mmol), 20% Pd(OH)2 (0.40g), 1N NaOH (2 mL), and ethanol (20 mL) was shaken under 65 psig hydrogen in a Parr apparatus for 18 hours. The mixture was filtered through celite, and the filtrate concentrated. The residue was chromatographed on silica gel (25:10:1:1 to 15:10:1:1 EtOAc/EtOH/NH4OH/H2O) to give 350 mg of 3-9 as a white solid.